This data is from the Open Reaction Database (ORD), a public repository of structured organic reaction records. The task is: describe an organic reaction: reactants, conditions, products, and yield The reagents and catalysts are C1(O)=CC=C(O)C=C1 (hydroquinone). Reaction SMILES: [Mn]([O-])(=O)(=O)=O.[K+].S([O-])([O-])(=O)=[O:8].[Mg+2].[C:13]([C:16]1[CH:21]=[CH:20][N:19]=[CH:18][CH:17]=1)([CH3:15])=[CH2:14].[OH2:22]>CC(C)=O.C1(C=CC(O)=CC=1)O>[N:19]1[CH:20]=[CH:21][C:16]([C:13]([OH:8])([CH3:15])[CH2:14][OH:22])=[CH:17][CH:18]=1 |f:0.1,2.3|. Reported procedure: A solution of potassium permanganate (10.6 g) and magnesium sulphate (4.0 g) in water (250 cm3) was added at 0° to a mechanically stirred solution of 4-isopropenyl pyridine (14.8 g) in acetone (150 cm3) over 0.5 hours. After a further 0.5 hours at 0°, the mixture was warmed to room temperature over 1 hour, hydroquinone (0.01 g) was added and the mixture was filtered through "Avicel" (Trademark) to remove manganese dioxide. Solvents were removed in vacuo yielding a viscous oil which was chromatog... The solvent is CC(=O)C (acetone). The product is N1=CC=C(C=C1)C(CO)(C)O (2-(4-pyridyl)propan-1,2-diol). Reactants: [Mn](=O)(=O)(=O)[O-].[K+] (potassium permanganate), S(=O)(=O)([O-])[O-].[Mg+2] (magnesium sulphate), C(=C)(C)C1=CC=NC=C1 (4-isopropenyl pyridine), O (water). Conditions: time 0.5 hour. The reactants are C(C)OC(=O)C=1N=C(SC1C)NC1=CC(=C(C=C1)OC)OC (2-(3,4-Dimethoxy-phenylamino)-5-methyl-thiazole-4-carboxylic acid ethyl ester), [OH-].[K+] (KOH). The solvent is C1CCOC1 (THF). Conditions: temperature 50 celsius. Product: COC=1C=C(C=CC1OC)NC=1SC(=C(N1)C(=O)O)C (2-(3,4-Dimethoxy-phenylamino)-5-methyl-thiazole-4-carboxylic acid). Yield: 57.8%. As a reaction SMILES: C([O:3][C:4]([C:6]1[N:7]=[C:8]([NH:12][C:13]2[CH:18]=[CH:17][C:16]([O:19][CH3:20])=[C:15]([O:21][CH3:22])[CH:14]=2)[S:9][C:10]=1[CH3:11])=[O:5])C.[OH-].[K+]>C1COCC1>[CH3:22][O:21][C:15]1[CH:14]=[C:13]([NH:12][C:8]2[S:9][C:10]([CH3:11])=[C:6]([C:4]([OH:5])=[O:3])[N:7]=2)[CH:18]=[CH:17][C:16]=1[O:19][CH3:20] |f:1.2|. Procedure details: A mixture of 4.1 g (12.7 mmol) 2-(3,4-Dimethoxy-phenylamino)-5-methyl-thiazole-4-carboxylic acid ethyl ester and 7.6 ml 5M aq. KOH in 50 ml THF was heated to 50° C. for 16 h. After evaporation of the volatiles 100 ml water and 6 ml HOAc was added and the mixture was extracted 3× with 500 ml ethyl acetate. The combined organic layers were washed 3× with 200 ml water and concentrated at 40° C. under reduced pressure until precipitation started. After cooling to room temperature the crystals were f...